From a dataset of the Open Reaction Database (ORD), a public repository of structured organic reaction records. describe an organic reaction: reactants, conditions, products, and yield Reactants: CC1(C=2C=CC(=CC2C(CC1)(C)C)NCC(=O)O)C (5,6,7,8-tetrahydro-5,5,8,8-tetramethyl-2-naphthylglycine), CO (methanol), S(=O)(Cl)Cl (thionyl chloride). Reaction conditions: time 12 hour. Yields the product CC1(C=2C=CC(=CC2C(CC1)(C)C)NCC(=O)OC)C (methyl 5,6,7,8-tetrahydro-5,5,8,8-tetramethyl-2-naphthylglycinate). Reaction SMILES: [CH3:1][C:2]1([CH3:19])[CH2:11][CH2:10][C:9]([CH3:13])([CH3:12])[C:8]2[CH:7]=[C:6]([NH:14][CH2:15][C:16]([OH:18])=[O:17])[CH:5]=[CH:4][C:3]1=2.S(Cl)(Cl)=O.[CH3:24]O>>[CH3:1][C:2]1([CH3:19])[CH2:11][CH2:10][C:9]([CH3:12])([CH3:13])[C:8]2[CH:7]=[C:6]([NH:14][CH2:15][C:16]([O:18][CH3:24])=[O:17])[CH:5]=[CH:4][C:3]1=2. Procedure details: 8 g (22 mmol) of 5,6,7,8-tetrahydro-5,5,8,8-tetramethyl-2-naphthylglycine and 100 ml of methanol were introduced into a round-bottomed flask and 9 ml (0.12 mol) of thionyl chloride were added dropwise. The mixture was stirred at room temperature for 12 hours, the reaction medium evaporated, and the residue taken up in sodium bicarbonate solution and ethyl ether. The organic phase was decanted off, dried over magnesium sulfate and evaporated. 6 g (100%) of the expected ester were recovered.